This data is from the Open Reaction Database (ORD), a public repository of structured organic reaction records. The task is: describe an organic reaction: reactants, conditions, products, and yield Starting materials: C=CCc1cc2c(cc1OC)C(=O)c1ccccc1CO2, CC(C)=O, CC(=O)O, [K+], O=[Mn](=O)(=O)[O-], [Na+], O, O=S([O-])O. The product is COc1cc2c(cc1CC(=O)O)OCc1ccccc1C2=O. RXN SMILES: [CH2:1]([CH:2]=[CH2:3])[c:4]1[c:5]([O:20][CH3:21])[cH:6][c:7]2[c:8]([cH:19]1)[O:9][CH2:10][c:11]1[c:12]([cH:15][cH:16][cH:17][cH:18]1)[C:13]2=[O:14].[CH3:22][C:23](=[O:24])[CH3:25].[CH3:37][C:38]([OH:39])=[O:40].[K+:31].[Mn:26]([O-:27])(=[O:28])(=[O:29])=[O:30].[Na+:36].[OH2:41].[S:32]([O-:33])([OH:34])=[O:35]>>[c:4]1([CH2:37][C:38]([OH:39])=[O:40])[c:5]([O:20][CH3:21])[cH:6][c:7]2[c:8]([cH:19]1)[O:9][CH2:10][c:11]1[c:12]([cH:15][cH:16][cH:17][cH:18]1)[C:13]2=[O:14]. Starting materials: NCCNC(=O)C1=NC(=C2N=CN(C2=N1)[C@H]1[C@@H]([C@@H]([C@H](C1)NC(CC)=O)O)O)NCC(C1=CC=CC=C1)C1=CC=CC=C1 (9-((1R,2S,3R,4S)-2,3-Dihydroxy-4-propionylamino-cyclopentyl)-6-(2,2-diphenyl-ethylamino)-9H-purine-2-carboxylic acid (2-amino-ethyl)-amide), N1=C(C=CC=C1)N1CCC(CC1)NC(=O)N1C=NC=C1 (N-[1-(2-Pyridinyl)-4-piperidinyl]-1H-imidazole-1-carboxamide). The solvent is C1(=CC=CC=C1)C (toluene), CC(C)O (iPrOH), ClCCl (dichloromethane). Run at time 24 hour. Product: N1(CCC(CC1)NC(NCCNC(=O)C1=NC(=C2N=CN(C2=N1)[C@H]1[C@@H]([C@@H]([C@H](C1)NC(CC)=O)O)O)NCC(C1=CC=CC=C1)C1=CC=CC=C1)=O)C1=NC=CC=C1 (9-((1R,2S,3R,4S)-2,3-dihydroxy-4-propionylamino-cyclopentyl)-6-(2,2-diphenyl-ethylamino)-9H-purine-2-carboxylic acid {2-[3-(3,4,5,6-tetrahydro-2H-[1,2]bipyridinyl-4-yl)ureido]-ethyl}-amide). Reaction SMILES: [NH2:1][CH2:2][CH2:3][NH:4][C:5]([C:7]1[N:15]=[C:14]2[C:10]([N:11]=[CH:12][N:13]2[C@@H:16]2[CH2:20][C@H:19]([NH:21][C:22](=[O:25])[CH2:23][CH3:24])[C@@H:18]([OH:26])[C@H:17]2[OH:27])=[C:9]([NH:28][CH2:29][CH:30]([C:37]2[CH:42]=[CH:41][CH:40]=[CH:39][CH:38]=2)[C:31]2[CH:36]=[CH:35][CH:34]=[CH:33][CH:32]=2)[N:8]=1)=[O:6].[N:43]1[CH:48]=[CH:47][CH:46]=[CH:45][C:44]=1[N:49]1[CH2:54][CH2:53][CH:52]([NH:55][C:56](N2C=CN=C2)=[O:57])[CH2:51][CH2:50]1>C1(C)C=CC=CC=1.CC(O)C.ClCCl>[N:49]1([C:44]2[CH:45]=[CH:46][CH:47]=[CH:48][N:43]=2)[CH2:54][CH2:53][CH:52]([NH:55][C:56](=[O:57])[NH:1][CH2:2][CH2:3][NH:4][C:5]([C:7]2[N:15]=[C:14]3[C:10]([N:11]=[CH:12][N:13]3[C@@H:16]3[CH2:20][C@H:19]([NH:21][C:22](=[O:25])[CH2:23][CH3:24])[C@@H:18]([OH:26])[C@H:17]3[OH:27])=[C:9]([NH:28][CH2:29][CH:30]([C:37]3[CH:42]=[CH:41][CH:40]=[CH:39][CH:38]=3)[C:31]3[CH:36]=[CH:35][CH:34]=[CH:33][CH:32]=3)[N:8]=2)=[O:6])[CH2:51][CH2:50]1. Procedure details: 9-((1R,2S,3R,4S)-2,3-Dihydroxy-4-propionylamino-cyclopentyl)-6-(2,2-diphenyl-ethylamino)-9H-purine-2-carboxylic acid (2-amino-ethyl)-amide (25 mg, 0.044 mmol) is dissolved in toluene (2 ml) and iPrOH (1 ml). N-[1-(2-Pyridinyl)-4-piperidinyl]-1H-imidazole-1-carboxamide (prepared using the procedure described in international patent application WO 01/94368) (12 mg, 0.044 mmol) is added as a solution in dichloromethane. The reaction mixture is stirred at room temperature. The reaction is shown to b... Starting materials: BrCc1ccccc1, [K+], [K+], O=C([O-])[O-], CN(C)C=O, O, Nc1ncnc2[nH]nc(-c3ccc4ccccc4c3)c12. The product is Nc1ncnc2c1c(-c1ccc3ccccc3c1)nn2Cc1ccccc1. Reaction SMILES: [Br:27][CH2:28][c:29]1[cH:30][cH:31][cH:32][cH:33][cH:34]1.[K+:21].[K+:22].[O-:23][C:24]([O-:25])=[O:26].[O:36]=[CH:37][N:38]([CH3:39])[CH3:40].[OH2:35].[cH:1]1[c:2](-[c:11]2[n:12][nH:13][c:14]3[n:15][cH:16][n:17][c:18]([NH2:20])[c:19]23)[cH:3][cH:4][c:5]2[cH:6][cH:7][cH:8][cH:9][c:10]12>>[cH:1]1[c:2](-[c:11]2[n:12][n:13]([CH2:28][c:29]3[cH:30][cH:31][cH:32][cH:33][cH:34]3)[c:14]3[n:15][cH:16][n:17][c:18]([NH2:20])[c:19]23)[cH:3][cH:4][c:5]2[cH:6][cH:7][cH:8][cH:9][c:10]12. Isolated yield 25.2%. Run at temperature 80 celsius, time 40 minute. Yields the product BrCC(=O)C=1C=CC2=C(COCC3=C2C=CC(=C3)Br)C1 (2-bromo-1-(9-bromo-5,7-dihydro-dibenzo[c,e]oxepin-3-yl)-ethanone). The reagents and catalysts are Cl[Pd]([P](C1=CC=CC=C1)(C2=CC=CC=C2)C3=CC=CC=C3)([P](C4=CC=CC=C4)(C5=CC=CC=C5)C6=CC=CC=C6)Cl (PdCl2(PPh3)2). RXN SMILES: Br[C:2]1[CH:3]=[CH:4][C:5]2[C:11]3[CH:12]=[CH:13][C:14]([Br:16])=[CH:15][C:10]=3[CH2:9][O:8][CH2:7][C:6]=2[CH:17]=1.C([Sn](CCCC)(CCCC)[CH:23]=[CH:24][O:25]CC)CCC.O.C1C(=O)N([Br:44])C(=O)C1>O1CCOCC1.Cl[Pd](Cl)([P](C1C=CC=CC=1)(C1C=CC=CC=1)C1C=CC=CC=1)[P](C1C=CC=CC=1)(C1C=CC=CC=1)C1C=CC=CC=1>[Br:44][CH2:23][C:24]([C:2]1[CH:3]=[CH:4][C:5]2[C:11]3[CH:12]=[CH:13][C:14]([Br:16])=[CH:15][C:10]=3[CH2:9][O:8][CH2:7][C:6]=2[CH:17]=1)=[O:25] |^1:53,72|. Run in O1CCOCC1 (dioxane). Starting materials: BrC=1C=CC2=C(COCC3=C2C=CC(=C3)Br)C1 (3,9-dibromo-5,7-dihydro-dibenzo[c,e]oxepine), C(CCC)[Sn](C=COCC)(CCCC)CCCC (tributyl(ethoxyvinyl)stannane), C1CC(=O)N(C1=O)Br (NBS), O (Water). Procedure: To the solution of 3,9-dibromo-5,7-dihydro-dibenzo[c,e]oxepine (416 mg, 1.2 mmol) and tributyl(ethoxyvinyl)stannane (878 μl, 2.6 mmol) in dioxane (6 ml) was added PdCl2(PPh3)2 (30 mg). The mixture was heated at 80° C. for 16 hours and was cooled to 0° C. Water (2 ml) was added, followed by slow addition of NBS (464 mg, 2.6 mmol) over 5 minutes period. The mixture was stirred at 0° C. for additional 40 minutes, and the solvent was removed under reduced pressure. The mixture was diluted with EtOAc... The reactants are CC(C)(C)OC(=O)NCc1cc(-c2ccccc2)no1, ClCCl, O=C(O)C(F)(F)F. The product is NCc1cc(-c2ccccc2)no1. Reaction SMILES: [C:8]([O:9][C:10](=[O:11])[NH:15][CH2:16][c:17]1[cH:18][c:19](-[c:22]2[cH:23][cH:24][cH:25][cH:26][cH:27]2)[n:20][o:21]1)([CH3:12])([CH3:13])[CH3:14].[Cl:28][CH2:29][Cl:30].[OH:1][C:2]([C:3]([F:4])([F:5])[F:6])=[O:7]>>[NH2:15][CH2:16][c:17]1[cH:18][c:19](-[c:22]2[cH:23][cH:24][cH:25][cH:26][cH:27]2)[n:20][o:21]1.